Dataset: the Open Reaction Database (ORD), a public repository of structured organic reaction records. Task: describe an organic reaction: reactants, conditions, products, and yield Starting materials: ClC1=CC(=CC=C1)C(=O)OO (3-chloroperbenzoic acid), FC1=C(C=C(C=C1)F)C(C=1C(=CC(=NC1)C(=O)O)C)SC1=CC=C(C=C1)F (5-[(2,5-Difluorophenyl)[(4-fluorophenyl)thio]methyl]-4-methylpyridine-2-carboxylic acid), Cl.CNC (dimethylamine hydrochloride), ON1N=NC2=C1C=CC=C2 (1-hydroxybenzotriazole), CN1CCOCC1 (4-methylmorpholine), Cl.C(C)N=C=NCCCN(C)C (1-ethyl-3-(3-dimethylaminopropyl)carbodiimide hydrochloride). The solvent is C(Cl)Cl (methylene chloride), C(Cl)Cl (methylene chloride). Run at time 17 hour. Yields the product FC1=C(C=C(C=C1)F)C(C=1C(=CC(=NC1)C(=O)N(C)C)C)S(=O)C1=CC=C(C=C1)F (5-[(2,5-Difluorophenyl)[(4-fluorophenyl)sulfinyl]methyl]-N,N,4-trimethylpyridine-2-carboxamide). Yield: 22.8%. RXN SMILES: [F:1][C:2]1[CH:7]=[CH:6][C:5]([F:8])=[CH:4][C:3]=1[CH:9]([S:20][C:21]1[CH:26]=[CH:25][C:24]([F:27])=[CH:23][CH:22]=1)[C:10]1[C:11]([CH3:19])=[CH:12][C:13]([C:16](O)=[O:17])=[N:14][CH:15]=1.Cl.[CH3:29][NH:30][CH3:31].[OH:32]N1C2C=CC=CC=2N=N1.CN1CCOCC1.Cl.C(N=C=NCCCN(C)C)C.ClC1C=CC=C(C(OO)=O)C=1>C(Cl)Cl>[F:1][C:2]1[CH:7]=[CH:6][C:5]([F:8])=[CH:4][C:3]=1[CH:9]([S:20]([C:21]1[CH:22]=[CH:23][C:24]([F:27])=[CH:25][CH:26]=1)=[O:32])[C:10]1[C:11]([CH3:19])=[CH:12][C:13]([C:16]([N:30]([CH3:31])[CH3:29])=[O:17])=[N:14][CH:15]=1 |f:1.2,5.6|. Procedure details: To a solution of 5-[(2,5-difluorophenyl)[(4-fluorophenyl)thio]methyl]-4-meth ylpyridine-2-carboxylic acid (307 mg, 0.79 mmol) obtained in Example 20 in methylene chloride (8 ml), dimethylamine hydrochloride (130 mg, 1.58 mmol), 1-hydroxybenzotriazole (213 mg, 1.58 mmol), 4-methylmorpholine (0.347 ml, 3.15 mmol), and 1-ethyl-3-(3-dimethylaminopropyl)carbodiimide hydrochloride (302 mg, 1.58 mmol) were added at room temperature. After stirring for 17 hours at room temperature, the reaction mixture ... Starting materials: CCCCCC(=O)Cl, Cc1ccccc1, c1c[nH]cn1. Product: CCCCCC(=O)n1ccnc1. Reaction SMILES: [C:6]([CH2:7][CH2:8][CH2:9][CH2:10][CH3:11])(=[O:12])[Cl:13].[CH3:14][c:15]1[cH:16][cH:17][cH:18][cH:19][cH:20]1.[nH:1]1[cH:2][n:3][cH:4][cH:5]1>>[n:1]1([C:6]([CH2:7][CH2:8][CH2:9][CH2:10][CH3:11])=[O:12])[cH:2][n:3][cH:4][cH:5]1.